Dataset: the Open Reaction Database (ORD), a public repository of structured organic reaction records. Task: describe an organic reaction: reactants, conditions, products, and yield The reactants are [N+](=O)([O-])C1=CC(=C(C=C1)O)N (4Nitro-o-aminophenol), CC1=CC=C(S1)C=O (5-methyl-2-thiophenecarboxaldehyde). Run in C(C)O (ethanol). Run at time 0.5 hour. Yields the product CC1=CCC(S1)=NC1=C(C=CC(=C1)[N+](=O)[O-])O (2-[(5-Methyl-2-thienylidene)amino]-4-nitrophenol). Reaction SMILES: [N+:1]([C:4]1[CH:9]=[CH:8][C:7]([OH:10])=[C:6]([NH2:11])[CH:5]=1)([O-:3])=[O:2].C[C:13]1[S:17][C:16]([CH:18]=O)=[CH:15][CH:14]=1>C(O)C>[CH3:18][C:16]1[S:17][C:13](=[N:11][C:6]2[CH:5]=[C:4]([N+:1]([O-:3])=[O:2])[CH:9]=[CH:8][C:7]=2[OH:10])[CH2:14][CH:15]=1. Reported procedure: 4Nitro-o-aminophenol (30.8 g, 0.2 mole) and 5-methyl-2-thiophenecarboxaldehyde (25.2 g, 0.2 mole) are dissolved in 250 ml of absolute ethanol and stirred at room temperature for 0.5 hour. The precipitated material is filtered and washed with additional ethanol yielding 49.8 g of product, melting point 202°-204°C. Starting materials: Clc1cc(Cl)nc(N2CCOCC2)c1, [K+], [Na+], O=[N+]([O-])[O-], [OH-], O=S(=O)(O)O. Yields the product O=[N+]([O-])c1c(Cl)cc(N2CCOCC2)nc1Cl. RXN SMILES: [Cl:1][c:2]1[cH:3][c:4]([N:9]2[CH2:10][CH2:11][O:12][CH2:13][CH2:14]2)[n:5][c:6]([Cl:8])[cH:7]1.[K+:15].[Na+:21].[O-:16][N+:17]([O-:18])=[O:19].[OH-:20].[S:22](=[O:23])(=[O:24])([OH:25])[OH:26]>>[Cl:1][c:2]1[cH:3][c:4]([N:9]2[CH2:10][CH2:11][O:12][CH2:13][CH2:14]2)[n:5][c:6]([Cl:8])[c:7]1[N+:17](=[O:16])[O-:18].